From a dataset of the Open Reaction Database (ORD), a public repository of structured organic reaction records. describe an organic reaction: reactants, conditions, products, and yield Starting materials: CCCc1cc(C(=O)N2CC(CC)C2C(=O)OC(C)(C)C)cc(OC)c1OC, ClCCl, O=C(O)C(F)(F)F. Product: CCCc1cc(C(=O)N2CC(CC)C2C(=O)O)cc(OC)c1OC. RXN SMILES: [C:1]([CH3:2])([CH3:3])([CH3:4])[O:5][C:6](=[O:7])[CH:8]1[N:9]([C:14]([c:15]2[cH:16][c:17]([O:26][CH3:27])[c:18]([O:24][CH3:25])[c:19]([CH2:21][CH2:22][CH3:23])[cH:20]2)=[O:28])[CH2:10][CH:11]1[CH2:12][CH3:13].[Cl:36][CH2:37][Cl:38].[F:29][C:30]([F:31])([F:32])[C:33]([OH:34])=[O:35]>>[O:5]=[C:6]([OH:7])[CH:8]1[N:9]([C:14]([c:15]2[cH:16][c:17]([O:26][CH3:27])[c:18]([O:24][CH3:25])[c:19]([CH2:21][CH2:22][CH3:23])[cH:20]2)=[O:28])[CH2:10][CH:11]1[CH2:12][CH3:13]. The reactants are ClC1=CC=C(C(=O)CCC(=O)O)C=C1 (3-(4-chlorobenzoyl)propionic acid), O.NN (hydrazine monohydrate). Run in C(C)O (ethanol). Product: ClC1=CC=C(C=C1)C=1CCC(NN1)=O (6-(4-chlorophenyl)-4,5-dihydropyridazinone). Yield: 80.0%. RXN SMILES: [Cl:1][C:2]1[CH:14]=[CH:13][C:5]([C:6]([CH2:8][CH2:9][C:10](O)=[O:11])=O)=[CH:4][CH:3]=1.O.[NH2:16][NH2:17]>C(O)C>[Cl:1][C:2]1[CH:14]=[CH:13][C:5]([C:6]2[CH2:8][CH2:9][C:10](=[O:11])[NH:16][N:17]=2)=[CH:4][CH:3]=1 |f:1.2|. Reported procedure: To a solution of 3-(4-chlorobenzoyl)propionic acid (20g) in absolute ethanol (200 ml) was added 5 g of hydrazine monohydrate. A thick solid was formed which dissolved after heating. The resulting solution was refluxed for 3 h, cooled and the solid formed filtered and dried to yield 16 g (80%) of 6-(4-chlorophenyl)-4,5-dihydropyridazinone. Starting materials: [Al+3], COc1cc(C(=O)c2ccccc2)ccc1C, Cc1ccccc1, [Cl-], [Cl-], [Cl-]. Yields the product Cc1ccc(C(=O)c2ccccc2)cc1O. RXN SMILES: [Al+3:19].[CH3:1][c:2]1[c:3]([O:16][CH3:17])[cH:4][c:5]([C:8](=[O:9])[c:10]2[cH:11][cH:12][cH:13][cH:14][cH:15]2)[cH:6][cH:7]1.[CH3:22][c:23]1[cH:24][cH:25][cH:26][cH:27][cH:28]1.[Cl-:18].[Cl-:20].[Cl-:21]>>[CH3:1][c:2]1[c:3]([OH:16])[cH:4][c:5]([C:8](=[O:9])[c:10]2[cH:11][cH:12][cH:13][cH:14][cH:15]2)[cH:6][cH:7]1. The reactants are Cn1cc(S(=O)(=O)Cl)cn1, Nc1ccc(Cc2nc3c([nH]2)c(=O)n(Cc2ccccc2F)c(=O)n3CC2CC2)cc1. Product: Cn1cc(S(=O)(=O)Nc2ccc(Cc3nc4c([nH]3)c(=O)n(Cc3ccccc3F)c(=O)n4CC3CC3)cc2)cn1. As a reaction SMILES: [CH3:32][n:33]1[n:34][cH:35][c:36]([S:38](=[O:39])(=[O:40])[Cl:41])[cH:37]1.[NH2:1][c:2]1[cH:3][cH:4][c:5]([CH2:6][c:7]2[n:8][c:9]3[n:10]([CH2:26][CH:27]4[CH2:28][CH2:29]4)[c:11](=[O:25])[n:12]([CH2:17][c:18]4[c:19]([F:24])[cH:20][cH:21][cH:22][cH:23]4)[c:13](=[O:16])[c:14]3[nH:15]2)[cH:30][cH:31]1>>[NH:1]([c:2]1[cH:3][cH:4][c:5]([CH2:6][c:7]2[n:8][c:9]3[n:10]([CH2:26][CH:27]4[CH2:28][CH2:29]4)[c:11](=[O:25])[n:12]([CH2:17][c:18]4[c:19]([F:24])[cH:20][cH:21][cH:22][cH:23]4)[c:13](=[O:16])[c:14]3[nH:15]2)[cH:30][cH:31]1)[S:38]([c:36]1[cH:35][n:34][n:33]([CH3:32])[cH:37]1)(=[O:39])=[O:40].